From a dataset of the Open Reaction Database (ORD), a public repository of structured organic reaction records. describe an organic reaction: reactants, conditions, products, and yield Starting materials: O1NC(NC(C1)=S)=O (6H-1,2,4-oxadiazin-3(2H)-one-5(4H)-thione), N1C(NCC1)=O (2-imidazolidone). Run in O1CCOCC1 (dioxane). Reaction conditions: time 17 hour. The product is O=C1N(CCN1)C1=NC(NOC1)=O (5-(2-oxo-1-imidazolidinyl)-6H-1,2,4-oxadiazin-3(2H)-one). Isolated yield 100.8%. RXN SMILES: [O:1]1[CH2:6][C:5](=S)[NH:4][C:3](=[O:8])[NH:2]1.[NH:9]1[CH2:13][CH2:12][NH:11][C:10]1=[O:14]>O1CCOCC1>[O:14]=[C:10]1[NH:11][CH2:12][CH2:13][N:9]1[C:5]1[CH2:6][O:1][NH:2][C:3](=[O:8])[N:4]=1. Procedure details: To a solution of 1.0 g (0.0075 mole) of 6H-1,2,4-oxadiazin-3(2H)-one-5(4H)-thione in 50 ml of dry freshly distilled dioxane is added 0.66 g (0.007 mole) of 2-imidazolidone. After stirring at room temperature for 17 hours, the solution is filtered, washed with chloroform and dried to give a yield of 1.3 g (94 percent) of 5-(2-oxo-1-imidazolidinyl)-6H-1,2,4-oxadiazin-3(2H)-one. Reactants: IC1=CC=C(N)C=C1, CC1=CC=C(S(=O)(Cl)=O)C=C1. Reagents/catalysts: O=C([O-])O.[Na+] (NaHCO3). The solvent is O (water), OCCOCCOCCOCCOCCO (PEG400), CC(C)=O (acetone). Reaction conditions: temperature 25 celsius, pressure 100 psi, time 20 minute. Yields the product Cc1ccc(S(=O)(=O)Nc2ccc(I)cc2)cc1. The yield is 90.0%. Starting materials: pyrazoles, [N+](=O)([O-])C1=C(C(=O)C2=CC=NN2COCC[Si](C)(C)C)C=CC=C1 (5-(2-nitrobenzoyl)-1-((2-(trimethylsilyl)ethoxy)methyl)-pyrazole). Conditions: time 2 hour. Yield: 48.8%. Run in C1CCOC1 (THF). Procedure details: The mixture of pyrazoles of examples 13C and 13D (2.35 g, 6.772 mmol) was taken up in dry THF (100 ml) and degassed. 5% Pd.-on-carbon (1.2 g) was added and the mixture hydrogenated at 30 psi and ambient temperature for 2 h. The mixture was filtered (celite filter aid) and evaporated and then chromatographed (eluant 30% EtOAc in hexanes) to provide the two tide compounds as an equimolar mixture (1.05 g, 49%). RXN SMILES: [N+:1]([C:4]1[CH:24]=[CH:23][CH:22]=[CH:21][C:5]=1[C:6]([C:8]1[N:12]([CH2:13][O:14][CH2:15][CH2:16][Si:17]([CH3:20])([CH3:19])[CH3:18])[N:11]=[CH:10][CH:9]=1)=[O:7])([O-])=O>C1COCC1>[NH2:1][C:4]1[CH:24]=[CH:23][CH:22]=[CH:21][C:5]=1[C:6]([C:8]1[N:12]([CH2:13][O:14][CH2:15][CH2:16][Si:17]([CH3:19])([CH3:20])[CH3:18])[N:11]=[CH:10][CH:9]=1)=[O:7]. Yields the product NC1=C(C(=O)C2=CC=NN2COCC[Si](C)(C)C)C=CC=C1 (5-(2-Aminobenzoyl)-1-((2-(trimethylsilyl)ethoxy)methyl)-pyrazole).